Dataset: the Open Reaction Database (ORD), a public repository of structured organic reaction records. Task: describe an organic reaction: reactants, conditions, products, and yield Starting materials: P(O)(O)(O)=O (phosphoric acid), C1(=CC=CC=C1)O (phenol), C=CC1=CC=CC=C1 (styrene), CC(C1=CC=CC=C1)C1=C(C=CC(=C1)C(C1=CC=CC=C1)C)O (2,4-di-(α-methylbenzyl)phenol), CC(C1=CC=CC=C1)C1=C(C=CC=C1)O (2-(α-methylbenzyl)phenol), CC(C1=CC=CC=C1)C1=CC=C(C=C1)O (4-(α-methylbenzyl)phenol). Solvent: C(=O)O (formic acid). Conditions: temperature 110 celsius. Product: CC(C1=CC=CC=C1)C1=C(C(=CC=C1)C(C1=CC=CC=C1)C)O (2,6-Di-(α-methylbenzyl)phenol), CC(C1=CC=CC=C1)C1=C(C(=CC(=C1)C(C1=CC=CC=C1)C)C(C1=CC=CC=C1)C)O (2,4,6-tri-(α-methylbenzyl)phenol). RXN SMILES: P(=O)(O)(O)O.C1(O)C=CC=CC=1.[CH2:13]=[CH:14][C:15]1[CH:20]=[CH:19][CH:18]=[CH:17][CH:16]=1.[CH3:21][CH:22]([C:29]1[CH:34]=[CH:33][CH:32]=[CH:31][C:30]=1[OH:35])[C:23]1[CH:28]=[CH:27][CH:26]=[CH:25][CH:24]=1.[CH3:36][CH:37](C1C=CC(O)=CC=1)[C:38]1[CH:43]=[CH:42][CH:41]=[CH:40][CH:39]=1.[CH3:51][CH:52]([C:59]1[CH:64]=[C:63]([CH:65]([CH3:72])[C:66]2[CH:71]=[CH:70][CH:69]=[CH:68][CH:67]=2)[CH:62]=[CH:61][C:60]=1[OH:73])[C:53]1[CH:58]=[CH:57][CH:56]=[CH:55][CH:54]=1>C(O)=O>[CH3:13][CH:14]([C:31]1[CH:32]=[CH:33][CH:34]=[C:29]([CH:22]([CH3:21])[C:23]2[CH:24]=[CH:25][CH:26]=[CH:27][CH:28]=2)[C:30]=1[OH:35])[C:15]1[CH:20]=[CH:19][CH:18]=[CH:17][CH:16]=1.[CH3:51][CH:52]([C:59]1[CH:64]=[C:63]([CH:65]([CH3:72])[C:66]2[CH:71]=[CH:70][CH:69]=[CH:68][CH:67]=2)[CH:62]=[C:61]([CH:37]([CH3:36])[C:38]2[CH:43]=[CH:42][CH:41]=[CH:40][CH:39]=2)[C:60]=1[OH:73])[C:53]1[CH:54]=[CH:55][CH:56]=[CH:57][CH:58]=1. Procedure details: A four-neck flask with a dropping funnel, a thermometer, a condenser and a stirrer was charged with 5 g of formic acid, 4 g of 85% phosphoric acid and 28 g of phenol, and was heated up to 110° C. Into the reaction mixture was poured 63 g of styrene through a dropping funnel for 3 hours and stirred for an hour. The reaction mixture consisted of 22% of 2-(α-methylbenzyl)phenol, 12% of 4-(α-methylbenzyl)phenol, and 66% of 2,4-di-(α-methylbenzyl)phenol, when analyzed with a gas chromatography as a %... The reactants are CNCc1c2n(c3ccccc13)CCC2, Cl, CNCc1cn(C)c2cccc(F)c12, Nc1ccc(C=CC(=O)O)cn1, O=C(O)C=Cc1cnc2c(c1)CCC(=O)N2. The product is CN(Cc1cn(C)c2cccc(F)c12)C(=O)C=Cc1ccc(N)nc1. As a reaction SMILES: [CH3:15][NH:16][CH2:17][c:18]1[c:19]2[cH:20][cH:21][cH:22][cH:23][c:24]2[n:25]2[c:29]1[CH2:28][CH2:27][CH2:26]2.[ClH:42].[F:1][c:2]1[c:3]2[c:4]([CH2:12][NH:13][CH3:14])[cH:5][n:6]([CH3:11])[c:7]2[cH:8][cH:9][cH:10]1.[NH2:30][c:31]1[cH:32][cH:33][c:34]([CH:37]=[CH:38][C:39](=[O:40])[OH:41])[cH:35][n:36]1.[O:43]=[C:44]1[NH:45][c:46]2[n:47][cH:48][c:49]([CH:50]=[CH:51][C:52]([OH:53])=[O:54])[cH:55][c:56]2[CH2:57][CH2:58]1>>[F:1][c:2]1[c:3]2[c:4]([CH2:12][N:13]([CH3:14])[C:39]([CH:38]=[CH:37][c:34]3[cH:33][cH:32][c:31]([NH2:30])[n:36][cH:35]3)=[O:41])[cH:5][n:6]([CH3:11])[c:7]2[cH:8][cH:9][cH:10]1. Starting materials: O=C(c1ccccc1)c1cc(CCO)on1, C1CCCCC1, CCCC[N+](CCCC)(CCCC)CCCC, ClCCl, O=S(=O)(O)O, O=S(=O)([O-])O. Yields the product O=C(O)Cc1cc(C(=O)c2ccccc2)no1. Reaction SMILES: [C:1]([c:2]1[cH:3][cH:4][cH:5][cH:6][cH:7]1)(=[O:8])[c:9]1[n:10][o:11][c:12]([CH2:14][CH2:15][OH:16])[cH:13]1.[CH2:22]1[CH2:23][CH2:24][CH2:25][CH2:26][CH2:27]1.[CH2:36]([N+:37]([CH2:38][CH2:39][CH2:40][CH3:41])([CH2:42][CH2:43][CH2:44][CH3:45])[CH2:46][CH2:47][CH2:48][CH3:49])[CH2:50][CH2:51][CH3:52].[Cl:28][CH2:29][Cl:30].[S:17]([OH:18])(=[O:19])(=[O:20])[OH:21].[S:31]([O-:32])([OH:33])(=[O:34])=[O:35]>>[C:1]([c:2]1[cH:3][cH:4][cH:5][cH:6][cH:7]1)(=[O:8])[c:9]1[n:10][o:11][c:12]([CH2:14][C:15](=[O:16])[OH:18])[cH:13]1. The reactants are C(C)OC(=O)C1(CC1)C1=CC=C(C=C1)C1=CC=C(C=C1)C1=C(C(=NO1)C)N (1-[4′-(4-amino-3-methyl-isoxazol-5-yl)-biphenyl-4-yl]-cyclopropanecarboxylic acid ethyl ester), BrC1=NC(=CC=C1)OCCC1=CC=CC=C1 (2-bromo-6-phenethyloxy-pyridine). Product: C(C)OC(=O)C1(CC1)C1=CC=C(C=C1)C1=CC=C(C=C1)C1=C(C(=NO1)C)NC1=NC(=CC=C1)OCCC1=CC=CC=C1 (1-{4′-[3-Methyl-4-(6-phenethyloxy-pyridin-2-ylamino)-isoxazol-5-yl]-biphenyl-4-yl}-cyclopropanecarboxylic acid ethyl ester). RXN SMILES: [CH2:1]([O:3][C:4]([C:6]1([C:9]2[CH:14]=[CH:13][C:12]([C:15]3[CH:20]=[CH:19][C:18]([C:21]4[O:25][N:24]=[C:23]([CH3:26])[C:22]=4[NH2:27])=[CH:17][CH:16]=3)=[CH:11][CH:10]=2)[CH2:8][CH2:7]1)=[O:5])[CH3:2].Br[C:29]1[CH:34]=[CH:33][CH:32]=[C:31]([O:35][CH2:36][CH2:37][C:38]2[CH:43]=[CH:42][CH:41]=[CH:40][CH:39]=2)[N:30]=1>>[CH2:1]([O:3][C:4]([C:6]1([C:9]2[CH:10]=[CH:11][C:12]([C:15]3[CH:20]=[CH:19][C:18]([C:21]4[O:25][N:24]=[C:23]([CH3:26])[C:22]=4[NH:27][C:29]4[CH:34]=[CH:33][CH:32]=[C:31]([O:35][CH2:36][CH2:37][C:38]5[CH:39]=[CH:40][CH:41]=[CH:42][CH:43]=5)[N:30]=4)=[CH:17][CH:16]=3)=[CH:13][CH:14]=2)[CH2:8][CH2:7]1)=[O:5])[CH3:2]. Reported procedure: Prepared according to the procedure described in Example 134, Step 3, using 1-[4′-(4-amino-3-methyl-isoxazol-5-yl)-biphenyl-4-yl]-cyclopropanecarboxylic acid ethyl ester and 2-bromo-6-phenethyloxy-pyridine. Reported procedure: A solution of ethyl 2-isopropylthiazole-5-carboxylate (example 55, step a) (0.33 g) in methanol (6 mL) was treated with a solution of lithium hydroxide (0.079 g) in water (3 mL) and the resultant mixture stirred for 2 hours at 20° C. The methanol was evaporated off under reduced pressure and the residue partitioned between ether and brine. The aqueous layer was acidified by dropwise addition of dilute hydrochloric acid and the mixture extracted with ethyl acetate. The organic layer was washed wi... RXN SMILES: [CH:1]([C:4]1[S:5][C:6]([C:9]([O:11]CC)=[O:10])=[CH:7][N:8]=1)([CH3:3])[CH3:2].[OH-].[Li+]>CO.O>[CH:1]([C:4]1[S:5][C:6]([C:9]([OH:11])=[O:10])=[CH:7][N:8]=1)([CH3:3])[CH3:2] |f:1.2|. Starting materials: resultant mixture, C(C)(C)C=1SC(=CN1)C(=O)OCC (ethyl 2-isopropylthiazole-5-carboxylate), [OH-].[Li+] (lithium hydroxide). Yields the product C(C)(C)C=1SC(=CN1)C(=O)O (2-Isopropylthiazole-5-carboxylic acid). Solvent: CO (methanol), O (water).